Dataset: the Open Reaction Database (ORD), a public repository of structured organic reaction records. Task: describe an organic reaction: reactants, conditions, products, and yield Starting materials: Cl, O=C1Nc2ccc(F)cc2C1=O, NN, O, O. Product: O=C1Cc2cc(F)ccc2N1. Reaction SMILES: [ClH:16].[F:1][c:2]1[cH:3][c:4]2[c:8]([cH:9][cH:10]1)[NH:7][C:6](=[O:11])[C:5]2=[O:12].[NH2:14][NH2:15].[OH2:13].[OH2:17]>>[F:1][c:2]1[cH:3][c:4]2[c:8]([cH:9][cH:10]1)[NH:7][C:6](=[O:11])[CH2:5]2. Reactants: [OH-].[Na+] (sodium hydroxide), C1(CCC1)OC=1C=C(C=CC1)OC(C)=O (Acetic acid 3-cyclobutoxy-phenyl ester), Cl (hydrochloric acid). The solvent is CO (methanol). Run at time 24 hour. Product: C1(CCC1)OC=1C=C(C=CC1)O (3-cyclobutoxy-phenol). Yield: 110.7%. Reaction SMILES: [CH:1]1([O:5][C:6]2[CH:7]=[C:8]([O:12]C(=O)C)[CH:9]=[CH:10][CH:11]=2)[CH2:4][CH2:3][CH2:2]1.[OH-].[Na+].Cl>CO>[CH:1]1([O:5][C:6]2[CH:7]=[C:8]([OH:12])[CH:9]=[CH:10][CH:11]=2)[CH2:4][CH2:3][CH2:2]1 |f:1.2|. Reported procedure: Acetic acid 3-cyclobutoxy-phenyl ester (340 mg, 1.65 mmol) was dissolved in methanol (6 ml) and 1 M sodium hydroxide solution (2 ml, 2 mmol) was added. The reaction mixture was stirred at room temperature for 24 hours and then was acidified with 2 M hydrochloric acid. The reaction mixture was extracted with ethyl acetate and the organic solution was dried over magnesium sulphate and concentrated in-vacuo to give 3-cyclobutoxy-phenol (300 mg). Reactants: BrC1=CC=C(C=N1)C(CN1C2=C(C=3C=C(C=CC13)C)CN(CC2)C)O (1-(6-bromo-pyridin-3-yl)-2-(2,8-dimethyl-1,2,3,4-tetrahydro-pyrido[4,3-b]indol-5-yl)-ethanol), CN(C)C=O (DMF). Reagents/catalysts: C=1C=CC(=CC1)[P](C=2C=CC=CC2)(C=3C=CC=CC3)[Pd]([P](C=4C=CC=CC4)(C=5C=CC=CC5)C=6C=CC=CC6)([P](C=7C=CC=CC7)(C=8C=CC=CC8)C=9C=CC=CC9)[P](C=1C=CC=CC1)(C=1C=CC=CC1)C=1C=CC=CC1 (Pd(PPh3)4), [C-]#N.[Zn+2].[C-]#N (zinc cyanide). Run in CCOC(=O)C (EtOAc). Run at temperature 150 celsius, time 2 hour. Yields the product CN1CC2=C(N(C=3C=CC(=CC23)C)CC(O)C=2C=CC(=NC2)C#N)CC1 (5-[2-(2,8-dimethyl-1,2,3,4-tetrahydro-pyrido[4,3-b]indol-5-yl)-1-hydroxy-ethyl]-pyridine-2-carbonitrile). As a reaction SMILES: Br[C:2]1[N:7]=[CH:6][C:5]([CH:8]([OH:25])[CH2:9][N:10]2[C:18]3[CH:17]=[CH:16][C:15]([CH3:19])=[CH:14][C:13]=3[C:12]3[CH2:20][N:21]([CH3:24])[CH2:22][CH2:23][C:11]2=3)=[CH:4][CH:3]=1.[CH3:26][N:27](C=O)C>CCOC(C)=O.C1C=CC([P]([Pd]([P](C2C=CC=CC=2)(C2C=CC=CC=2)C2C=CC=CC=2)([P](C2C=CC=CC=2)(C2C=CC=CC=2)C2C=CC=CC=2)[P](C2C=CC=CC=2)(C2C=CC=CC=2)C2C=CC=CC=2)(C2C=CC=CC=2)C2C=CC=CC=2)=CC=1.[C-]#N.[Zn+2].[C-]#N>[CH3:24][N:21]1[CH2:22][CH2:23][C:11]2[N:10]([CH2:9][CH:8]([C:5]3[CH:4]=[CH:3][C:2]([C:26]#[N:27])=[N:7][CH:6]=3)[OH:25])[C:18]3[CH:17]=[CH:16][C:15]([CH3:19])=[CH:14][C:13]=3[C:12]=2[CH2:20]1 |f:4.5.6,^1:40,42,61,80|. Reported procedure: To a degassed solution of 1-(6-bromo-pyridin-3-yl)-2-(2,8-dimethyl-1,2,3,4-tetrahydro-pyrido[4,3-b]indol-5-yl)-ethanol (1 g, 2.5 mmol) in DMF (10 mL) were added Pd(PPh3)4 (0.173 g, 0.15 mmol) and zinc cyanide (585 mg, 5.0 mmol) and the reaction mixture was stirred at 150° C. for 2 h. The reaction mixture was cooled to RT, diluted with EtOAc (250 mL) and filtered. The filtrate was washed with water (3×100 mL). The organic layer was dried over anhydrous sodium sulfate and concentrated. The residue... Reactants: methanolic solution, C[O-].[Na+] (sodium methoxide), Cl.ClCC1=NC=CC=C1 (2-chloromethylpyridine hydrochloride), C(C(C)C)N1C(=NC2=CC=CC=C2C1=O)S (3-isobutyl-2-mercapto-4(3H)-quinazolinone), O (water). Run in CO (methanol). Run at time 15 hour. The product is C(C(C)C)N1C(=NC2=CC=CC=C2C1=O)SCC1=NC=CC=C1 (3-Isobutyl-2-(2-pyridylmethylthio)-4(3H)-quinazolinone). Isolated yield 46.1%. RXN SMILES: C[O-].[Na+].Cl.Cl[CH2:6][C:7]1[CH:12]=[CH:11][CH:10]=[CH:9][N:8]=1.[CH2:13]([N:17]1[C:26](=[O:27])[C:25]2[C:20](=[CH:21][CH:22]=[CH:23][CH:24]=2)[N:19]=[C:18]1[SH:28])[CH:14]([CH3:16])[CH3:15].O>CO>[CH2:13]([N:17]1[C:26](=[O:27])[C:25]2[C:20](=[CH:21][CH:22]=[CH:23][CH:24]=2)[N:19]=[C:18]1[S:28][CH2:6][C:7]1[CH:12]=[CH:11][CH:10]=[CH:9][N:8]=1)[CH:14]([CH3:16])[CH3:15] |f:0.1,2.3|. Procedure details: 5.4 ml Of 28% methanolic solution of sodium methoxide and 2.3 g of 2-chloromethylpyridine hydrochloride were added, in turn, to a solution of 3.0 g 3-isobutyl-2-mercapto-4(3H)-quinazolinone in 50 ml of methanol, and the stirring was continued at room temperature for 15 hours. The reaction solution was poured into about 300 ml of water and extracted with chloroform. The extract was dried over sodium sulfate and the solvent was distilled off under reduced pressure. The residue was purified by sili... The reactants are N1=C(N=CC=C1)NC(=O)NC1=C(C=CC=C1)C(F)(F)F (1-Pyrimidin-2-yl-3-(2-trifluoromethyl-phenyl)-urea), N1=C(N=CC=C1)NC(=O)NC1=C(C=CC=C1)C(F)(F)F (1-Pyrimidin-2-yl-3-(2-trifluoromethyl-phenyl)-urea), NC1=C(C=CC(=C1)Cl)S(=O)(=O)N (2-amino-4-chloro-benzenesulfonamide), FC(C=1C=C(C=CC1)N=C=O)(F)F (3-trifluoromethylphenylisocyanate). Yields the product ClC1=CC(=C(C=C1)S(=O)(=O)N)NC(=O)NC1=CC(=CC=C1)C(F)(F)F (4-chloro-2-[3-(3-trifluromethyl-phenyl)-ureido]-benzenesulfonamide). As a reaction SMILES: N1C=CC=NC=1NC(NC1C=CC=CC=1C(F)(F)F)=O.[NH2:21][C:22]1[CH:27]=[C:26]([Cl:28])[CH:25]=[CH:24][C:23]=1[S:29]([NH2:32])(=[O:31])=[O:30].[F:33][C:34]([F:45])([F:44])[C:35]1[CH:36]=[C:37]([N:41]=[C:42]=[O:43])[CH:38]=[CH:39][CH:40]=1>>[Cl:28][C:26]1[CH:25]=[CH:24][C:23]([S:29]([NH2:32])(=[O:31])=[O:30])=[C:22]([NH:21][C:42]([NH:41][C:37]2[CH:38]=[CH:39][CH:40]=[C:35]([C:34]([F:33])([F:44])[F:45])[CH:36]=2)=[O:43])[CH:27]=1. Procedure details: This compound was prepared in a manner analogous to 1-Pyrimidin-2-yl-3-(2-trifluoromethyl-phenyl)-urea (Compound 2) from 2-amino-4-chloro-benzenesulfonamide and 3-trifluoromethylphenylisocyanate, yielding 4-chloro-2-[3-(3-trifluromethyl-phenyl)-ureido]-benzenesulfonamide (550 mg). Mp.=163-165° C. Starting materials: NC1=CC(=C(C(=O)NC2CN3CCC2CC3)C=C1Cl)OC (4-amino-N-(1-azabicyclo[2.2.2]oct-3-yl)-5-chloro-2-methoxybenzamide). Run in COC(N(C)C)OC (dimethylformamide dimethyl acetal), CN(C=O)C (dimethylformamide). Product: N12CC(C(CC1)CC2)NC(C2=C(C=C(C(=C2)Cl)N=CN(C)C)OC)=O (N-(1-Azabicyclo[2.2.2]oct-3-yl)-5-chloro-4-[[(dimethylamino)methylene]amino]-2-methoxybenzamide). Yield: 121.4%. RXN SMILES: [NH2:1][C:2]1[C:18]([Cl:19])=[CH:17][C:5]([C:6]([NH:8][CH:9]2[CH:14]3[CH2:15][CH2:16][N:11]([CH2:12][CH2:13]3)[CH2:10]2)=[O:7])=[C:4]([O:20][CH3:21])[CH:3]=1>COC(OC)N(C)C.CN(C)C=O>[N:11]12[CH2:12][CH2:13][CH:14]([CH2:15][CH2:16]1)[CH:9]([NH:8][C:6](=[O:7])[C:5]1[CH:17]=[C:18]([Cl:19])[C:2]([N:1]=[CH:10][N:11]([CH3:16])[CH3:12])=[CH:3][C:4]=1[O:20][CH3:21])[CH2:10]2. Reported procedure: A solution of 4-amino-N-(1-azabicyclo[2.2.2]oct-3-yl)-5-chloro-2-methoxybenzamide (4.03 g, 13 mmol) in dimethylformamide dimethyl acetal (15 mL) and anhydrous dimethylformamide (5 mL) was heated to 100° C. for 4 hours, then concentrated in vacuo. The residue was dissolved in 6:1 tetrahydrofuran/methanol and filtered through a short column of alumina (eluted with 6:1 tetrahydrofuran/methanol). The filtrate was concentrated in vacuo to a purple residue, which was triturated from cold ether and rec... The product is COC(=O)C(CC(=O)O)Cc1ccc(-c2ccccc2)cc1. RXN SMILES: [CH3:1][O:2][C:3]([CH:4]([CH2:5][C:6](=[O:7])[O:8][C:9]([CH3:10])([CH3:11])[CH3:12])[CH2:13][c:14]1[cH:15][cH:16][c:17](-[c:20]2[cH:21][cH:22][cH:23][cH:24][cH:25]2)[cH:18][cH:19]1)=[O:26].[OH:27][C:28]([C:29]([F:30])([F:31])[F:32])=[O:33]>>[CH3:1][O:2][C:3]([CH:4]([CH2:5][C:6](=[O:7])[OH:8])[CH2:13][c:14]1[cH:15][cH:16][c:17](-[c:20]2[cH:21][cH:22][cH:23][cH:24][cH:25]2)[cH:18][cH:19]1)=[O:26]. The reactants are COC(=O)C(CC(=O)OC(C)(C)C)Cc1ccc(-c2ccccc2)cc1, O=C(O)C(F)(F)F.